describe an organic reaction: reactants, conditions, products, and yield From a dataset of the Open Reaction Database (ORD), a public repository of structured organic reaction records. The reactants are C(C)(C)(C)OC(=O)N[C@H]([C@@H](CO)O)CC1=CC=CC=C1 ((2S,3S)-3-(t-butoxycarbonylamino) -4-phenylbutane-1,2-diol), C(C1=CC=CC=C1)OC(=O)N[C@H]([C@@H](CO)O)CC1=CC=CC=C1 ((2S,3S)-3-(benzyloxycarbonylamino)-4-phenylbutane-1,2-diol). Yields the product OC[C@@H]1[C@@H](NC(O1)=O)CC1=CC=CC=C1 ((4S,5S)-5-hydroxymethyl-4-phenylmethyloxazolidinone). The yield is 69.8%. As a reaction SMILES: C([O:5][C:6]([NH:8][C@@H:9]([CH2:14][C:15]1[CH:20]=[CH:19][CH:18]=[CH:17][CH:16]=1)[C@H:10]([OH:13])[CH2:11][OH:12])=O)(C)(C)C.C(OC(N[C@@H](CC1C=CC=CC=1)[C@H](O)CO)=O)C1C=CC=CC=1>>[OH:12][CH2:11][C@H:10]1[O:13][C:6](=[O:5])[NH:8][C@H:9]1[CH2:14][C:15]1[CH:20]=[CH:19][CH:18]=[CH:17][CH:16]=1. Procedure details: The reaction procedure of Example 9 was repeated except that 434 mg (1.27 mmols) of (2S,3S)-3-(t-butoxycarbonylamino) -4-phenylbutane-1,2-diol was used in lieu of 400 mg (1.27 mmols) of (2S,3S)-3-(benzyloxycarbonylamino)-4-phenylbutane-1,2-diol and the reaction product was purified by silica gel column chromatography (hexane/ethyl acetate=2/1) to provide 183 mg (0.887 mmol, yield 70%) of (4S,5S)-5-hydroxymethyl-4-phenylmethyloxazolidinone as crystals. Starting materials: [BH4-], O=Cc1ccc(OCc2ccccc2)cc1O, CO, [Na+]. Yields the product OCc1ccc(OCc2ccccc2)cc1O. Reaction SMILES: [BH4-:18].[CH2:1]([c:2]1[cH:3][cH:4][cH:5][cH:6][cH:7]1)[O:8][c:9]1[cH:10][c:11]([OH:17])[c:12]([CH:13]=[O:14])[cH:15][cH:16]1.[CH3:20][OH:21].[Na+:19]>>[CH2:1]([c:2]1[cH:3][cH:4][cH:5][cH:6][cH:7]1)[O:8][c:9]1[cH:10][c:11]([OH:17])[c:12]([CH2:13][OH:14])[cH:15][cH:16]1. Reactants: CO, COc1ccc(N2CCOCC2)cc1[N+](=O)[O-], ClCCl. Yields the product COc1ccc(N2CCOCC2)cc1N. Reaction SMILES: [CH3:18][OH:19].[CH3:1][O:2][c:3]1[c:4]([N+:15]([O-:16])=[O:17])[cH:5][c:6]([N:9]2[CH2:10][CH2:11][O:12][CH2:13][CH2:14]2)[cH:7][cH:8]1.[Cl:20][CH2:21][Cl:22]>>[CH3:1][O:2][c:3]1[c:4]([NH2:15])[cH:5][c:6]([N:9]2[CH2:10][CH2:11][O:12][CH2:13][CH2:14]2)[cH:7][cH:8]1. Starting materials: CN(C)CC1=CC=2CN(CCC2O1)C(C1=CC=C(C=C1)C1(SCCCS1)C1=CC=CC=C1)=O (N,N-Dimethyl-[5-[4-(2-phenyl-1,3-dithian-2-yl)benzoyl]-4,5,6,7-tetrahydrofuro[3,2-c]pyridin-2-ylmethyl]amine), Cl (hydrogen chloride). The solvent is CO (methanol), C(C)(=O)OCC (ethyl acetate). Product: Cl.CN(C)CC1=CC=2CN(CCC2O1)C(C1=CC=C(C=C1)C1(SCCCS1)C1=CC=CC=C1)=O (N,N-dimethyl-[5-[4-(2-phenyl-1,3-dithian-2-yl)benzoyl]-4,5,6,7-tetrahydrofuro[3,2-c]pyridin-2-ylmethyl]amine hydrochloride). As a reaction SMILES: [CH3:1][N:2]([CH2:4][C:5]1[O:13][C:12]2[CH2:11][CH2:10][N:9]([C:14](=[O:33])[C:15]3[CH:20]=[CH:19][C:18]([C:21]4([C:27]5[CH:32]=[CH:31][CH:30]=[CH:29][CH:28]=5)[S:26][CH2:25][CH2:24][CH2:23][S:22]4)=[CH:17][CH:16]=3)[CH2:8][C:7]=2[CH:6]=1)[CH3:3].[ClH:34]>CO.C(OCC)(=O)C>[ClH:34].[CH3:3][N:2]([CH2:4][C:5]1[O:13][C:12]2[CH2:11][CH2:10][N:9]([C:14](=[O:33])[C:15]3[CH:16]=[CH:17][C:18]([C:21]4([C:27]5[CH:28]=[CH:29][CH:30]=[CH:31][CH:32]=5)[S:22][CH2:23][CH2:24][CH2:25][S:26]4)=[CH:19][CH:20]=3)[CH2:8][C:7]=2[CH:6]=1)[CH3:1] |f:4.5|. Procedure details: N,N-Dimethyl-[5-[4-(2-phenyl-1,3-dithian-2-yl)benzoyl]-4,5,6,7-tetrahydrofuro[3,2-c]pyridin-2-ylmethyl]amine 0.368 g was dissolved in 2 ml of methanol; hydrogen chloride in ethyl acetate was added in excess, followed by stirring. This mixture was concentrated and washed with diethyl ether to yield the desired product. The reactants are COC1=CC=CC=2C=C(OC21)C(CCCO)O (1-(7-methoxybenzofuran-2-yl)-butane-1,4-diol), O.C1(=CC=C(C=C1)S(=O)(=O)O)C (p-toluenesulfonic acid monohydrate). The solvent is ClCCl (dichloromethane). Conditions: time 1 hour. Product: COC1=CC=CC=2C=C(OC21)C2OCCC2 (7-Methoxy-2-(tetrahydrofuran-2-yl)-benzofuran). Isolated yield 71.3%. As a reaction SMILES: [CH3:1][O:2][C:3]1[C:11]2[O:10][C:9]([CH:12]([OH:17])[CH2:13][CH2:14][CH2:15]O)=[CH:8][C:7]=2[CH:6]=[CH:5][CH:4]=1.O.C1(C)C=CC(S(O)(=O)=O)=CC=1>ClCCl>[CH3:1][O:2][C:3]1[C:11]2[O:10][C:9]([CH:12]3[CH2:13][CH2:14][CH2:15][O:17]3)=[CH:8][C:7]=2[CH:6]=[CH:5][CH:4]=1 |f:1.2|. Procedure: A solution of 1-(7-methoxybenzofuran-2-yl)-butane-1,4-diol (0.88 g) was treated with p-toluenesulfonic acid monohydrate (10 mg) and 3 Å molecular sieves in dichloromethane (10 ml) at ambient temperature. After stirring for 1 hour the solvent was removed in vacuo. The residue was purified by column chromatography on silica eluting with 20% ethyl acetate in hexane to give the title compound as a yellow oil (0.58 g). The reactants are ClC1=C2C3=C(C(NC2=NC=C1)=O)C=C(C(=C3)OC)OC (1-Chloro-8,9-dimethoxy-5H-benzo[c][1,8]naphthyridin-6-one), ClC1=CC=C(N)C=C1 (4-chloroaniline). Yields the product ClC1=CC=C(C=C1)NC1=C2C3=C(C(NC2=NC=C1)=O)C=C(C(=C3)OC)OC (1-(4-Chloro-phenylamino)-8,9-dimethoxy-5H-benzo[c][1,8]naphthyridin-6-one). Yield: 30.8%. RXN SMILES: Cl[C:2]1[CH:11]=[CH:10][N:9]=[C:8]2[C:3]=1[C:4]1[CH:16]=[C:15]([O:17][CH3:18])[C:14]([O:19][CH3:20])=[CH:13][C:5]=1[C:6](=[O:12])[NH:7]2.[Cl:21][C:22]1[CH:28]=[CH:27][C:25]([NH2:26])=[CH:24][CH:23]=1>>[Cl:21][C:22]1[CH:28]=[CH:27][C:25]([NH:26][C:2]2[CH:11]=[CH:10][N:9]=[C:8]3[C:3]=2[C:4]2[CH:16]=[C:15]([O:17][CH3:18])[C:14]([O:19][CH3:20])=[CH:13][C:5]=2[C:6](=[O:12])[NH:7]3)=[CH:24][CH:23]=1. Procedure details: The title compound was synthesized according to the procedure described for the preparation of Example 212 using Compound 211 (50 mg, 0.17 mmol) and 4-chloroaniline (29 mg, 0.22 mmol) to provide 213 (20 mg, 30% yield) as a white solid. LC-MS (M+H=382, obsd.=382). The reactants are ClC=1C=C(C=C(C1)Cl)C1(CC(=NO1)C1=CC(=C(C(=O)N)C=C1)COC)C(F)(F)F (4-[5-(3,5-dichlorophenyl)-5-trifluoromethyl-4,5-dihydroisoxazol-3-yl]-2-methoxymethyl benzoic acid amide), COC(N(C)C)OC (N,N-dimethylformamide dimethylacetal). Solvent: O1CCCC1 (tetrahydrofuran). Conditions: time 2 hour. Product: ClC=1C=C(C=C(C1)Cl)C1(CC(=NO1)C1=CC(=C(C(=O)NC(=N)OC)C=C1)COC)C(F)(F)F (4-[5-(3,5-dichlorophenyl)-5-trifluoromethyl-4,5-dihydroisoxazole-3-yl]-N-(methoxy-iminomethyl)-2-methoxymethyl benzoic acid amide). The yield is 69.0%. As a reaction SMILES: [Cl:1][C:2]1[CH:3]=[C:4]([C:9]2([C:26]([F:29])([F:28])[F:27])[O:13][N:12]=[C:11]([C:14]3[CH:22]=[CH:21][C:17]([C:18]([NH2:20])=[O:19])=[C:16]([CH2:23][O:24][CH3:25])[CH:15]=3)[CH2:10]2)[CH:5]=[C:6]([Cl:8])[CH:7]=1.[CH3:30][O:31][CH:32](OC)[N:33](C)C>O1CCCC1>[Cl:1][C:2]1[CH:3]=[C:4]([C:9]2([C:26]([F:27])([F:29])[F:28])[O:13][N:12]=[C:11]([C:14]3[CH:22]=[CH:21][C:17]([C:18]([NH:20][C:32]([O:31][CH3:30])=[NH:33])=[O:19])=[C:16]([CH2:23][O:24][CH3:25])[CH:15]=3)[CH2:10]2)[CH:5]=[C:6]([Cl:8])[CH:7]=1. Procedure details: In a solution of 0.09 g of 4-[5-(3,5-dichlorophenyl)-5-trifluoromethyl-4,5-dihydroisoxazol-3-yl]-2-methoxymethyl benzoic acid amide in 2 mL of tetrahydrofuran, 0.05 g of N,N-dimethylformamide dimethylacetal was added, and stirred at room temperature for 2 hours. After the completion of the reaction, the solvent was distilled off under reduced pressure, and the residue was dissolved in 2 mL of tetrahydrofuran, a solution of 0.02 g of methoxyamine hydrochloride in 2 mL of water was added dropwise.... Starting materials: [H-].[Na+] (sodium hydride), [Cl-].[NH4+] (ammonium chloride), FC(CO)(F)F (trifluoroethyl alcohol), ClC1=CC(=NC=C1)C#N (4-chloropyridine-2-carbonitrile). Solvent: CN(C=O)C (N,N-dimethylformamide). Run at time 10 minute. Product: FC(COC1=CC(=NC=C1)C#N)(F)F (4-(2,2,2-trifluoroethoxy)pyridine-2-carbonitrile). Isolated yield 89.1%. As a reaction SMILES: [H-].[Na+].[F:3][C:4]([F:8])([F:7])[CH2:5][OH:6].Cl[C:10]1[CH:15]=[CH:14][N:13]=[C:12]([C:16]#[N:17])[CH:11]=1.[Cl-].[NH4+]>CN(C)C=O>[F:3][C:4]([F:8])([F:7])[CH2:5][O:6][C:10]1[CH:15]=[CH:14][N:13]=[C:12]([C:16]#[N:17])[CH:11]=1 |f:0.1,4.5|. Procedure: Into 7 ml of N,N-dimethylformamide was suspended 0.2 g of sodium hydride (60% oily), and 0.43 g of trifluoroethyl alcohol was added at 10° C. After stirring for 10 minutes, 0.5 g of 4-chloropyridine-2-carbonitrile was added, the mixture was stirred for 1 hour, and the reaction solution was poured into an aqueous saturated ammonium chloride solution, followed by extraction with tert-butyl=methyl=ether three times. The organic layers were combined, washed with an aqueous saturated sodium chloride ...